From a dataset of the Open Reaction Database (ORD), a public repository of structured organic reaction records. describe an organic reaction: reactants, conditions, products, and yield Reactants: ClCCCC(=O)Cl (4-chlorobutyryl chloride), C[Si](C)(C)C#C[Si](C)(C)C (bis-trimethylsilylacetylene), [Cl-].[Al+3].[Cl-].[Cl-] (aluminum chloride). Solvent: C(Cl)Cl (methylene chloride). Reaction conditions: time 20 minute. Product: C[Si](C#CC(CCCCl)=O)(C)C (1-trimethylsilyl-3-oxo-6-chloro-1-hexyne). As a reaction SMILES: [Cl:1][CH2:2][CH2:3][CH2:4][C:5](Cl)=[O:6].[CH3:8][Si:9]([C:12]#[C:13][Si](C)(C)C)([CH3:11])[CH3:10].[Cl-].[Al+3].[Cl-].[Cl-]>C(Cl)Cl>[CH3:8][Si:9]([CH3:11])([CH3:10])[C:12]#[C:13][C:5](=[O:6])[CH2:4][CH2:3][CH2:2][Cl:1] |f:2.3.4.5|. Reported procedure: To a stirred solution of 16.8 grams of 4-chlorobutyryl chloride and 20.4 grams of bis-trimethylsilylacetylene in 300 ml of dry methylene chloride, cooled in an ice bath, is added powdered anhydrous aluminum chloride, portionwise, over a period of 20 minutes. The mixture is stirred for 5 minutes, then the cooling bath is removed and the mixture stirred at room temperature for 4 hours. The mixture is poured into 500 ml of ice-water. The organic layer is separated, washed with water and brine, drie...